From a dataset of the Open Reaction Database (ORD), a public repository of structured organic reaction records. describe an organic reaction: reactants, conditions, products, and yield Starting materials: S(=O)(=O)(OC)OC (dimethyl sulfate), C=C1[C@]2(C)[C@@H](CC1)[C@@H]1CCC=3C=C(C=CC3[C@H]1CC2)O (17-methylenestra-1,3,5(10)-trien-3-ol), C([O-])([O-])=O.[K+].[K+] (potassium carbonate), O (water), S(=O)(=O)(OC)OC (dimethyl sulfate). Run in C(C)O (ethanol). The product is COC1=CC=2CC[C@H]3[C@@H]4CCC([C@@]4(C)CC[C@@H]3C2C=C1)=C (17-Methylenestra-1,3,5(10)-trien-3-yl methyl ether). Isolated yield 68.5%. Reaction SMILES: [CH2:1]=[C:2]1[CH2:7][CH2:6][C@H:5]2[C@H:8]3[C@H:17]([CH2:18][CH2:19][C@:3]12[CH3:4])[C:16]1[CH:15]=[CH:14][C:13]([OH:20])=[CH:12][C:11]=1[CH2:10][CH2:9]3.[C:21](=O)([O-])[O-].[K+].[K+].S(OC)(OC)(=O)=O.O>C(O)C>[CH3:21][O:20][C:13]1[CH:14]=[CH:15][C:16]2[C@@H:17]3[C@H:8]([C@H:5]4[C@@:3]([CH2:19][CH2:18]3)([CH3:4])[C:2](=[CH2:1])[CH2:7][CH2:6]4)[CH2:9][CH2:10][C:11]=2[CH:12]=1 |f:1.2.3|. Procedure: To a stirred suspension of 17-methylenestra-1,3,5(10)-trien-3-ol (5.37 g, 20.0 mmol) and potassium carbonate (50.82 g, 0.3678 mol) at reflux in 90% ethanol (500 mL) was added dimethyl sulfate (5.0 mL, 53 mmol). After ½ h reflux additional dimethyl sulfate (36 mL, 0.38 mol, in three 12 mL aliquots) was added over the period of 1 h. See FIG. 17. The reaction was refluxed a further hour, following which 360 mL of water were added and the mixture was placed in the refrigerator overnight. The resulti... The reactants are ClC(COC(C(CC1=CC=C(C=C1)CC(=O)O)SCCC1=CC=C(C=C1)F)=O)(Cl)Cl (3-(4-carboxymethyl-phenyl)-2-[2-(4-fluoro-phenyl)-ethylsulfanyl]-propionic acid 2,2,2-trichloro-ethyl ester), OCC1=CC=C(C=C1)OS(=O)(=O)C (methanesulfonic acid 4-hydroxymethyl-phenyl ester). Product: FC1=CC=C(C=C1)CCSC(C(=O)O)CC1=CC=C(C=C1)CC(=O)OCC1=CC=C(C=C1)OS(=O)(=O)C (2-[2-(4-Fluoro-phenyl)-ethylsulfanyl]-3-[4-(4-methanesulfonyloxy-benzyloxycarbonylmethyl)-phenyl]-propionic acid). RXN SMILES: ClC(Cl)(Cl)C[O:4][C:5](=[O:28])[CH:6]([S:18][CH2:19][CH2:20][C:21]1[CH:26]=[CH:25][C:24]([F:27])=[CH:23][CH:22]=1)[CH2:7][C:8]1[CH:13]=[CH:12][C:11]([CH2:14][C:15]([OH:17])=[O:16])=[CH:10][CH:9]=1.O[CH2:32][C:33]1[CH:38]=[CH:37][C:36]([O:39][S:40]([CH3:43])(=[O:42])=[O:41])=[CH:35][CH:34]=1>>[F:27][C:24]1[CH:23]=[CH:22][C:21]([CH2:20][CH2:19][S:18][CH:6]([CH2:7][C:8]2[CH:9]=[CH:10][C:11]([CH2:14][C:15]([O:17][CH2:32][C:33]3[CH:34]=[CH:35][C:36]([O:39][S:40]([CH3:43])(=[O:42])=[O:41])=[CH:37][CH:38]=3)=[O:16])=[CH:12][CH:13]=2)[C:5]([OH:4])=[O:28])=[CH:26][CH:25]=1. Procedure: The title compound was prepared from 3-(4-carboxymethyl-phenyl)-2-[2-(4-fluoro-phenyl)-ethylsulfanyl]-propionic acid 2,2,2-trichloro-ethyl ester (30 mg, 0.01 mmol) and methanesulfonic acid 4-hydroxymethyl-phenyl ester (14 mg, 0.067 mmol) in the same manner as described for example 1. The crude product was purified by HPLC (yield: 0.47 mg, 1.4%). Mass Spectrum: M−H+ 545.50.